The task is: describe an organic reaction: reactants, conditions, products, and yield. This data is from the Open Reaction Database (ORD), a public repository of structured organic reaction records. Reported procedure: A solution of 3,5-diacetoxy-4′-chloroacetoxy stilbene (0.388 g, 1 mmol) in 50% aqueous pyridine, which was adjusted to pH 6.7 with hydrochloric acid, was stirred for 6 h at room temperature. The mixture was concentrated and diluted with EtOAc. The mixture was washed with 1 N aqueous HCl, saturated NaHCO3 and water. Then the EtOAc solution was dried and concentrated. After purification by radial chromatography, the product (0.28 g, 90%) was obtained. Data are: 1H NMR (Aceton-d6, 300 MHz) δ 8.55 (... Starting materials: C(C)(=O)OC=1C=C(C=C(C1)OC(C)=O)C=CC1=CC=C(C=C1)OC(CCl)=O (3,5-diacetoxy-4′-chloroacetoxy stilbene), Cl (hydrochloric acid). The product is C(C)(=O)OC=1C=C(C=C(C1)OC(C)=O)C=CC1=CC=C(C=C1)O (3,5-diacetoxy-4′-hydroxy stilbene). RXN SMILES: [C:1]([O:4][C:5]1[CH:6]=[C:7]([CH:15]=[CH:16][C:17]2[CH:22]=[CH:21][C:20]([O:23]C(=O)CCl)=[CH:19][CH:18]=2)[CH:8]=[C:9]([O:11][C:12](=[O:14])[CH3:13])[CH:10]=1)(=[O:3])[CH3:2].Cl>N1C=CC=CC=1>[C:12]([O:11][C:9]1[CH:8]=[C:7]([CH:15]=[CH:16][C:17]2[CH:22]=[CH:21][C:20]([OH:23])=[CH:19][CH:18]=2)[CH:6]=[C:5]([O:4][C:1](=[O:3])[CH3:2])[CH:10]=1)(=[O:14])[CH3:13]. Conditions: time 6 hour. The solvent is N1=CC=CC=C1 (pyridine). Yield: 89.7%. The reactants are [Li]C, Cc1nc(Cl)c2c(n1)CN=C(c1ccccc1)c1cc(Cl)ccc1-2, [I-], O, S. Yields the product Cc1nc(C)c2c(n1)CN=C(c1ccccc1)c1cc(Cl)ccc1-2. RXN SMILES: [CH3:1][Li:2].[Cl:4][c:5]1[n:6][c:7]([CH3:27])[n:8][c:9]2[c:15]1-[c:14]1[c:13]([cH:19][c:18]([Cl:20])[cH:17][cH:16]1)[C:12]([c:21]1[cH:22][cH:23][cH:24][cH:25][cH:26]1)=[N:11][CH2:10]2.[I-:3].[OH2:28].[SH2:29]>>[CH3:1][c:5]1[n:6][c:7]([CH3:27])[n:8][c:9]2[c:15]1-[c:14]1[c:13]([cH:19][c:18]([Cl:20])[cH:17][cH:16]1)[C:12]([c:21]1[cH:22][cH:23][cH:24][cH:25][cH:26]1)=[N:11][CH2:10]2. Procedure details: 23 parts of the reaction product obtained according to Example 15 are reacted with 10 parts of 2-mercaptoethanol in 50 parts of volume of N-methylpyrrolidone with an addition of 32 parts of triisopropanolamine by heating for 8 hours at 180°C while stirring. The whole is dripped into a mixture of 1500 parts of water, 1500 parts of ice and 40 parts of 10N hydrochloric acid while stirring well. The dye thus precipitated is suction filtered, washed with water and dried. The quinophthalone derivative... As a reaction SMILES: S[CH2:2][CH2:3][OH:4].CN1[CH2:10][CH2:9][CH2:8][C:7]1=[O:11].CC(O)C[N:15]([CH2:20][CH:21](O)[CH3:22])[CH2:16][CH:17](O)[CH3:18].Cl>O>[CH:16]1[CH:18]=[C:17]2[CH:22]=[CH:21][C:20]([CH:2]3[C:7](=[O:11])[C:8]4[C:20](=[CH:21][CH:22]=[CH:10][CH:9]=4)[C:3]3=[O:4])=[N:15][C:16]2=[CH:18][CH:17]=1. Yields the product C1=CC=C2C(=C1)C=CC(=N2)C3C(=O)C4=CC=CC=C4C3=O (quinophthalone), polyesters. The reactants are Cl (hydrochloric acid), SCCO (2-mercaptoethanol), CN1C(CCC1)=O (N-methylpyrrolidone), 32, CC(CN(CC(C)O)CC(C)O)O (triisopropanolamine). Solvent: O (water). Run at temperature 180 celsius. Reactants: C1CCOC1, CC(=O)Cl, CNCCCOc1ccc(-c2cc3c(ncn3C)c(C#N)n2)cc1C(F)(F)F, CCN(C(C)C)C(C)C. Yields the product CC(=O)N(C)CCCOc1ccc(-c2cc3c(ncn3C)c(C#N)n2)cc1C(F)(F)F. Reaction SMILES: [CH2:42]1[O:43][CH2:44][CH2:45][CH2:46]1.[CH3:1][C:2]([Cl:3])=[O:4].[CH3:5][n:6]1[cH:7][n:8][c:9]2[c:10]([C:31]#[N:32])[n:11][c:12](-[c:15]3[cH:16][c:17]([C:27]([F:28])([F:29])[F:30])[c:18]([O:21][CH2:22][CH2:23][CH2:24][NH:25][CH3:26])[cH:19][cH:20]3)[cH:13][c:14]12.[CH:33]([N:34]([CH:35]([CH3:36])[CH3:37])[CH2:38][CH3:39])([CH3:40])[CH3:41]>>[CH3:1][C:2](=[O:4])[N:25]([CH2:24][CH2:23][CH2:22][O:21][c:18]1[c:17]([C:27]([F:28])([F:29])[F:30])[cH:16][c:15](-[c:12]2[n:11][c:10]([C:31]#[N:32])[c:9]3[n:8][cH:7][n:6]([CH3:5])[c:14]3[cH:13]2)[cH:20][cH:19]1)[CH3:26]. The reactants are C(C)(=O)OCC (ethyl acetate), OC=1C=C(C(=O)OC)C=CC1 (methyl 3-hydroxybenzoate), ClC1=NC=CC=N1 (2-chloropyrimidine), C([O-])([O-])=O.[K+].[K+] (potassium carbonate). Solvent: O (water), CS(=O)C (dimethylsulfoxide). Run at temperature 150 celsius, time 1 hour. Yields the product N1=C(N=CC=C1)OC=1C=C(C(=O)OC)C=CC1 (methyl 3-(pyrimidine-2-yl)oxybenzoate). Isolated yield 79.5%. As a reaction SMILES: [OH:1][C:2]1[CH:3]=[C:4]([CH:9]=[CH:10][CH:11]=1)[C:5]([O:7][CH3:8])=[O:6].Cl[C:13]1[N:18]=[CH:17][CH:16]=[CH:15][N:14]=1.C(=O)([O-])[O-].[K+].[K+].C(OCC)(=O)C>CS(C)=O.O>[N:14]1[CH:15]=[CH:16][CH:17]=[N:18][C:13]=1[O:1][C:2]1[CH:3]=[C:4]([CH:9]=[CH:10][CH:11]=1)[C:5]([O:7][CH3:8])=[O:6] |f:2.3.4|. Procedure: A mixture of methyl 3-hydroxybenzoate (3.4 g), 2-chloropyrimidine (2.29 g) and potassium carbonate (3.04 g) in dimethylsulfoxide (30 ml) was stirred at 150° C. for 1 hour. The mixture was poured into a mixture of ethyl acetate and water. The organic phase was washed with water and brine, dried over magnesium sulfate and concentrated. The resultant solid was collected and washed with isopropyl ether to give methyl 3-(pyrimidine-2-yl)oxybenzoate (3.66 g). The reactants are CN, CCOCC, CSc1ncc(C#N)c(Cl)n1. Product: CNc1nc(SC)ncc1C#N. As a reaction SMILES: [CH3:12][NH2:13].[CH3:14][CH2:15][O:16][CH2:17][CH3:18].[Cl:1][c:2]1[n:3][c:4]([S:10][CH3:11])[n:5][cH:6][c:7]1[C:8]#[N:9]>>[c:2]1([NH:13][CH3:12])[n:3][c:4]([S:10][CH3:11])[n:5][cH:6][c:7]1[C:8]#[N:9]. Starting materials: S(O)(O)(=O)=O (sulphuric acid), [Cr](=O)(=O)([O-])O[Cr](=O)(=O)[O-].[Na+].[Na+] (sodium dichromate), C(C)(=O)C1=CC=C(C=C1)CC(C)O (1-(4-acetylphenyl) propan-2-ol), [Cr](=O)(=O)(O)O (Chromic acid). The solvent is O (water), CCOCC (ether), O (water). Conditions: time 2 hour. Product: C(C)(=O)C1=CC=C(C=C1)CC(C)=O (1-(4-Acetylphenyl) propan-2-one). RXN SMILES: [Cr](O)(O)(=O)=O.S(=O)(=O)(O)O.[Cr](O[Cr]([O-])(=O)=O)([O-])(=O)=O.[Na+].[Na+].[C:22]([C:25]1[CH:30]=[CH:29][C:28]([CH2:31][CH:32]([OH:34])[CH3:33])=[CH:27][CH:26]=1)(=[O:24])[CH3:23]>O.CCOCC>[C:22]([C:25]1[CH:30]=[CH:29][C:28]([CH2:31][C:32](=[O:34])[CH3:33])=[CH:27][CH:26]=1)(=[O:24])[CH3:23] |f:2.3.4|. Procedure details: Chromic acid solution (11.5 ml, made by adding sulphuric acid [7.3 ml] to sodium dichromate [10.0 g] in water [30 ml] and making up to 50 ml with water) was added to a vigorously stirred solution of 1-(4-acetylphenyl) propan-2-ol (3.8 g) in ether (50 ml) keeping between 25°-30°. The mixture was stirred at ambient temperature for 2 hours, the organic phase was separated, washed with sodium bicarbonate solution and with saturated sodium chloride solution. The dried (MgSO4) solution was evaporated ...